From a dataset of the Open Reaction Database (ORD), a public repository of structured organic reaction records. describe an organic reaction: reactants, conditions, products, and yield Starting materials: C=CCn1c(Cl)nc2c1c(=O)n(CC#N)c(=O)n2CC#N, N#CCn1c(=O)[nH]c(=O)c2[nH]c(Cl)nc21. The product is N#CCn1c(=O)c2[nH]c(Cl)nc2n(CC#N)c1=O. RXN SMILES: [Cl:1][c:2]1[n:3][c:4]2[n:5]([CH2:19][C:20]#[N:21])[c:6](=[O:18])[n:7]([CH2:15][C:16]#[N:17])[c:8](=[O:14])[c:9]2[n:10]1[CH2:11][CH:12]=[CH2:13].[Cl:22][c:23]1[nH:24][c:25]2[c:26](=[O:27])[nH:28][c:29](=[O:30])[n:31]([CH2:32][C:33]#[N:34])[c:35]2[n:36]1>>[Cl:1][c:2]1[n:3][c:4]2[n:5]([CH2:19][C:20]#[N:21])[c:6](=[O:18])[n:7]([CH2:15][C:16]#[N:17])[c:8](=[O:14])[c:9]2[nH:10]1. Run in CN(C)C=O (DMF), C(C)N(CC)CC (triethylamine). Reported procedure: 1-(3-((6-Chloro-2-naphthyl)sulfonyl)propanoyl)-4-(((2Z)-3-methyl-2-(methylimino)-2,3-dihydro-1,3-thiazol-4-yl)methyl)piperazine-2-carboxylic acid dihydrochloride (0.4 g) obtained in Example 24 was dissolved in DMF (20 mL), and triethylamine (0.2 mL) was added thereto. With ice cooling, 2-ethanolamine (0.04 g), HOBt (0.12 g) and WSC (0.16 g) were added thereto, and the mixture was mixed at room temperature for 16 hours. The reaction solution was basified with an aqueous potassium carbonate soluti... Starting materials: C(CO)N (2-ethanolamine), C=1C=CC2=C(C1)N=NN2O (HOBt), CCN=C=NCCCN(C)C (WSC), C([O-])([O-])=O.[K+].[K+] (potassium carbonate), Cl.Cl.ClC=1C=C2C=CC(=CC2=CC1)S(=O)(=O)CCC(=O)N1C(CN(CC1)CC=1N(/C(/SC1)=N/C)C)C(=O)O (1-(3-((6-Chloro-2-naphthyl)sulfonyl)propanoyl)-4-(((2Z)-3-methyl-2-(methylimino)-2,3-dihydro-1,3-thiazol-4-yl)methyl)piperazine-2-carboxylic acid dihydrochloride). Yields the product ClC=1C=C2C=CC(=CC2=CC1)S(=O)(=O)CCC(=O)N1C(CN(CC1)CC=1N(/C(/SC1)=N/C)C)C(=O)NCCO (1-(3-((6-Chloro-2-naphthyl)sulfonyl)propanoyl)-N-(2-hydroxyethyl)-4-(((2Z)-3-methyl-2-(methylimino)-2,3-dihydro-1,3-thiazol-4-yl)methyl)piperazine-2-carboxamide). As a reaction SMILES: Cl.Cl.[Cl:3][C:4]1[CH:5]=[C:6]2[C:11](=[CH:12][CH:13]=1)[CH:10]=[C:9]([S:14]([CH2:17][CH2:18][C:19]([N:21]1[CH2:26][CH2:25][N:24]([CH2:27][C:28]3[N:29]([CH3:35])/[C:30](=[N:33]/[CH3:34])/[S:31][CH:32]=3)[CH2:23][CH:22]1[C:36](O)=[O:37])=[O:20])(=[O:16])=[O:15])[CH:8]=[CH:7]2.[CH2:39]([NH2:42])[CH2:40][OH:41].C1C=CC2N(O)N=NC=2C=1.CCN=C=NCCCN(C)C.C(=O)([O-])[O-].[K+].[K+]>CN(C=O)C.C(N(CC)CC)C>[Cl:3][C:4]1[CH:5]=[C:6]2[C:11](=[CH:12][CH:13]=1)[CH:10]=[C:9]([S:14]([CH2:17][CH2:18][C:19]([N:21]1[CH2:26][CH2:25][N:24]([CH2:27][C:28]3[N:29]([CH3:35])/[C:30](=[N:33]/[CH3:34])/[S:31][CH:32]=3)[CH2:23][CH:22]1[C:36]([NH:42][CH2:39][CH2:40][OH:41])=[O:37])=[O:20])(=[O:16])=[O:15])[CH:8]=[CH:7]2 |f:0.1.2,6.7.8|. Yield: 55.1%.